describe an organic reaction: reactants, conditions, products, and yield From a dataset of the Open Reaction Database (ORD), a public repository of structured organic reaction records. Isolated yield 74.8%. Reported procedure: To a solution of (4RS,5SR)-5-(3,4-difluorophenyl)-4-((4-(trifluoromethyl)phenyl)methyl)-1,3-oxazolidin-2-one (3.5 g, 9.8 mmol) in ethanol (60 ml) was added 8N aqueous sodium hydroxide solution (6.1 ml, 49 mmol) and the mixture was heated under reflux for 6 hrs. The reaction solution was concentrated, diluted with water (300 ml), and extracted with ethyl acetate (300 ml×2). The extract was washed with saturated brine, dried over anhydrous magnesium sulfate and evaporated under reduced pressure. T... Yields the product NC(C(O)C1=CC(=C(C=C1)F)F)CC1=CC=C(C=C1)C(F)(F)F ((1RS,2SR)-2-amino-1-(3,4-difluorophenyl)-3-(4-(trifluoromethyl)phenyl)-1-propanol). The solvent is C(C)O (ethanol). As a reaction SMILES: [F:1][C:2]1[CH:3]=[C:4]([CH:9]2[O:13]C(=O)[NH:11][CH:10]2[CH2:15][C:16]2[CH:21]=[CH:20][C:19]([C:22]([F:25])([F:24])[F:23])=[CH:18][CH:17]=2)[CH:5]=[CH:6][C:7]=1[F:8].[OH-].[Na+]>C(O)C>[NH2:11][CH:10]([CH2:15][C:16]1[CH:21]=[CH:20][C:19]([C:22]([F:25])([F:24])[F:23])=[CH:18][CH:17]=1)[CH:9]([C:4]1[CH:5]=[CH:6][C:7]([F:8])=[C:2]([F:1])[CH:3]=1)[OH:13] |f:1.2|. Starting materials: FC=1C=C(C=CC1F)C1C(NC(O1)=O)CC1=CC=C(C=C1)C(F)(F)F ((4RS,5SR)-5-(3,4-difluorophenyl)-4-((4-(trifluoromethyl)phenyl)methyl)-1,3-oxazolidin-2-one), [OH-].[Na+] (sodium hydroxide).